From a dataset of the Open Reaction Database (ORD), a public repository of structured organic reaction records. describe an organic reaction: reactants, conditions, products, and yield Starting materials: ClC1=NC=CC=C1C(=O)N1C(=NCC1)SC (1-(2-chloropyridine-3-carbonyl)-2-methylthio-2-imidazoline), NN1CCOCC1 (N-aminomorpholine). Conditions: temperature 160 celsius. Yields the product N1(CCOCC1)N1C=2N(C(C3=C1N=CC=C3)=O)CCN2 (2,10-dihydro-10-(4-morpholinyl)imidazo[1,2-a]pyrido[2,3-d]pyrimidin-5(3H)-one). The yield is 51.6%. RXN SMILES: Cl[C:2]1[C:7]([C:8]([N:10]2[CH2:14][CH2:13][N:12]=[C:11]2SC)=[O:9])=[CH:6][CH:5]=[CH:4][N:3]=1.[NH2:17][N:18]1[CH2:23][CH2:22][O:21][CH2:20][CH2:19]1>>[N:18]1([N:17]2[C:2]3[N:3]=[CH:4][CH:5]=[CH:6][C:7]=3[C:8](=[O:9])[N:10]3[CH2:14][CH2:13][N:12]=[C:11]23)[CH2:23][CH2:22][O:21][CH2:20][CH2:19]1. Reported procedure: A mixture of 5.00 g (19.5 mmoles) of the product of Example 12 and 6.40 g (62.6 mmoles) of N-aminomorpholine was heated in an oil bath at 160° C. for 1 hour. The resulting mixture was cooled and partitioned between methylene chloride and water. The organic layer was dried (sodium sulfate) and concentrated. The crystalline residue was triturated with hexane. The resulting solid was collected to give 2.75 g of 2,10-dihydro-10-(4-morpholinyl)imidazo[1,2-a]pyrido[2,3-d]pyrimidin-5(3H)-one. Melting p... Reactants: CN(C)C=O (DMF), Cl (HCl), BrC=1SC=CC1CC (2-bromo-3-ethyl-thiophene), C(CCC)[Li] (n-butyl lithium), solution. Solvent: O (water), C1CCOC1 (THF), C1CCOC1 (THF). Conditions: temperature -75 celsius, time 1 hour. Product: C(C)C1=C(SC=C1)C=O (3-ethyl-thiophene-2-carbaldehyde). The yield is 88.6%. Reaction SMILES: Br[C:2]1[S:3][CH:4]=[CH:5][C:6]=1[CH2:7][CH3:8].C([Li])CCC.CN([CH:17]=[O:18])C.Cl>C1COCC1.O>[CH2:7]([C:6]1[CH:5]=[CH:4][S:3][C:2]=1[CH:17]=[O:18])[CH3:8]. Procedure: A solution of 3-ethyl-thiophene (12.14 g, 54.4 mmol) in acetonitrile (60 mL) is cooled to 10° C. before a solution of N-bromo-succinimide (9.31 g, 52.3 mmol) in acetonitrile (90 mL) is added dropwise. The reaction is slightly exothermic. The mixture is stirred and warmed to rt. Another portion of N-bromo-succinimide (2.0 g, 11.2 mmol) dissolved in acetonitrile (40 mL) is added dropwise. Stirring is continued for 2 h before a third portion of N-bromo-succinimide (0.5 g, 2.81 mmol) dissolved in ac... The reactants are FC(CNC(NC1=NC(=NC=C1)SCCCC#N)=S)(F)F (4-[4-(3-[2,2,2-trifluoroethyl]thioureido)pyrimid-2-ylthio]butyronitrile), mercuric oxide, N (ammonia). The product is FC(CN=C(NC1=NC(=NC=C1)SCCCC#N)N)(F)F (4-[4-(2-[2,2,2-trifluoroethyl]guanidino)pyrimid-2-ylthio]butyronitrile). Reported procedure: A mixture of 4-[4-(3-[2,2,2-trifluoroethyl]thioureido)pyrimid-2-ylthio]butyronitrile (0.32 g.), saturated ethanolic ammonia (20 ml.) and yellow mercuric oxide (0.5 g.) was stirred at room temperature for 20 hours and then filtered and the filtrate evaporated to dryness. The residue was recrystallised from a mixture of acetone and petroleum ether (b.p. 60°-80°) to give 4-[4-(2-[2,2,2-trifluoroethyl]guanidino)pyrimid-2-ylthio]butyronitrile (0.29 g.), m.p. 137°. RXN SMILES: [F:1][C:2]([F:21])([F:20])[CH2:3][NH:4][C:5](=S)[NH:6][C:7]1[CH:12]=[CH:11][N:10]=[C:9]([S:13][CH2:14][CH2:15][CH2:16][C:17]#[N:18])[N:8]=1.[NH3:22]>>[F:1][C:2]([F:21])([F:20])[CH2:3][N:4]=[C:5]([NH2:22])[NH:6][C:7]1[CH:12]=[CH:11][N:10]=[C:9]([S:13][CH2:14][CH2:15][CH2:16][C:17]#[N:18])[N:8]=1. Run at time 20 hour. Reactants: NCCN1C(C(=C(C2=NC=C(C=C12)CC1=CC=C(C=C1)F)O)C(=O)NCCN1CCOCC1)=O (1-(2-aminoethyl)-7-[(4-fluorophenyl)methyl]-4-hydroxy-N-[2-(4-morpholinyl)ethyl]-2-oxo-1,2-dihydro-1,5-naphthyridine-3-carboxamide), C(C)(C)N(CC)C(C)C (diisopropyl ethylamine), N1(CCOCC1)C(=O)Cl (4-morpholinecarbonyl chloride). The solvent is CN(C)C=O (DMF). Product: FC1=CC=C(C=C1)CC1=CN=C2C(=C(C(N(C2=C1)CCNC(=O)N1CCOCC1)=O)C(=O)NCCN1CCOCC1)O (7-[(4-fluorophenyl)methyl]-4-hydroxy-1-{2-[(4-morpholinylcarbonyl)amino]ethyl}-N-[2-(4-morpholinyl)ethyl]-2-oxo-1,2-dihydro-1,5-naphthyridine-3-carboxamide). As a reaction SMILES: [NH2:1][CH2:2][CH2:3][N:4]1[C:13]2[C:8](=[N:9][CH:10]=[C:11]([CH2:14][C:15]3[CH:20]=[CH:19][C:18]([F:21])=[CH:17][CH:16]=3)[CH:12]=2)[C:7]([OH:22])=[C:6]([C:23]([NH:25][CH2:26][CH2:27][N:28]2[CH2:33][CH2:32][O:31][CH2:30][CH2:29]2)=[O:24])[C:5]1=[O:34].C(N(C(C)C)CC)(C)C.[N:44]1([C:50](Cl)=[O:51])[CH2:49][CH2:48][O:47][CH2:46][CH2:45]1>CN(C=O)C>[F:21][C:18]1[CH:17]=[CH:16][C:15]([CH2:14][C:11]2[CH:12]=[C:13]3[C:8]([C:7]([OH:22])=[C:6]([C:23]([NH:25][CH2:26][CH2:27][N:28]4[CH2:29][CH2:30][O:31][CH2:32][CH2:33]4)=[O:24])[C:5](=[O:34])[N:4]3[CH2:3][CH2:2][NH:1][C:50]([N:44]3[CH2:49][CH2:48][O:47][CH2:46][CH2:45]3)=[O:51])=[N:9][CH:10]=2)=[CH:20][CH:19]=1. Procedure: A solution of 1-(2-aminoethyl)-7-[(4-fluorophenyl)methyl]-4-hydroxy-N-[2-(4-morpholinyl)ethyl]-2-oxo-1,2-dihydro-1,5-naphthyridine-3-carboxamide (0.025 g, 0.052 mmol) and diisopropyl ethylamine (0.05 mL, 0.29 mmol) in DMF (5 mL) under nitrogen was treated with 4-morpholinecarbonyl chloride (0.008 mL, 0.068 mmol) at 40° C. for 1 h then 3½ h at ambient temperature. The reaction was concentrated in vacuo and the resulting residue was triturated with Et2O:MeOH, filtered, washed with 2:1 Et2O:MeOH, a... Starting materials: Cl.CC1=C(N)C=CC(=C1)N(CC)CC (2-methyl-4-diethylaminoaniline hydrochloride), C(=O)([O-])[O-].[Na+].[Na+] (Na2CO3), [O-]S(=O)S(=O)[O-].[Na+].[Na+] (Na2S2O4). Run in C(Cl)Cl (CH2Cl2), O (water). Yields the product CC1=C(N)C=CC(=C1)N(CC)CC (2-methyl-4-diethylaminoaniline). As a reaction SMILES: Cl.[CH3:2][C:3]1[CH:9]=[C:8]([N:10]([CH2:13][CH3:14])[CH2:11][CH3:12])[CH:7]=[CH:6][C:4]=1[NH2:5].C([O-])([O-])=O.[Na+].[Na+].[O-]S(S([O-])=O)=O.[Na+].[Na+]>C(Cl)Cl.O>[CH3:2][C:3]1[CH:9]=[C:8]([N:10]([CH2:11][CH3:12])[CH2:13][CH3:14])[CH:7]=[CH:6][C:4]=1[NH2:5] |f:0.1,2.3.4,5.6.7|. Reported procedure: A solution of 2-methyl-4-diethylaminoaniline hydrochloride (95.5 g, 460 mmol) in 200 mL of CH2Cl2 and Na2CO3 (21.6 g, 460 mmol) in 100 mL of water was stirred for 0.5 hr in the presence of a small amount of Na2S2O4 to prevent air oxidation. The layers were separated and the CH2Cl2 layer was dried over K2 CO3, filtered and concentrated to afford free 2-methyl-4-diethylaminoaniline. 1,6-Diisocyanatohexane (75 g, 445 mmol) was taken up in 400 mL of THF. The free phenylenediamine was dissolved in 10... The reactants are C1=C(C(CCC1)C(=O)O)C(=O)O (cyclohexene-2,3-dicarboxylic acid). The solvent is C(C)(=O)OC(C)=O (acetic anhydride), C(C)(=O)O (acetic acid). The product is C1(C=2C(C(=O)O1)CCCC2)=O (2,3,4,5-tetrahydrophthalic anhydride). The yield is 49.9%. As a reaction SMILES: [CH:1]1[CH2:6][CH2:5][CH2:4][CH:3]([C:7]([OH:9])=O)[C:2]=1[C:10]([OH:12])=[O:11]>C(OC(=O)C)(=O)C.C(O)(=O)C>[C:10]1(=[O:11])[O:12][C:7](=[O:9])[CH:3]2[CH2:4][CH2:5][CH2:6][CH:1]=[C:2]12. Reported procedure: A stirred solution of 5.0 grams (0.029 mole) of cyclohexene-2,3-dicarboxylic acid in 30 ml of acetic anhydride and 100 ml of acetic acid was heated under reflux for four hours. The reaction mixture was concentrated under reduced pressure to a residual oil. The oil was washed with petroleum ether and evacuated under high vacuum to yield 2.2 grams of 2,3,4,5-tetrahydrophthalic anhydride as a semi-solid. Starting materials: O (Water), BrC1=C(C#N)C=C(C(=C1)F)F (2-bromo-4,5-difluorobenzonitrile), Cl.N[C@@H](C(=O)N)COC ((R)-2-amino-3-methoxypropanamide hydrochloride), CCN(C(C)C)C(C)C (DIEA). Solvent: CCOC(=O)C (EtOAc), CS(=O)C (DMSO). Product: BrC=1C(=CC(=C(C1)N[C@@H](C(=O)N)COC)F)C#N ((R)-2-(5-bromo-4-cyano-2-fluorophenylamino)-3-methoxypropanamide). Isolated yield 21.4%. As a reaction SMILES: [Br:1][C:2]1[CH:9]=[C:8](F)[C:7]([F:11])=[CH:6][C:3]=1[C:4]#[N:5].Cl.[NH2:13][C@H:14]([CH2:18][O:19][CH3:20])[C:15]([NH2:17])=[O:16].CCN(C(C)C)C(C)C.O>CS(C)=O.CCOC(C)=O>[Br:1][C:2]1[C:3]([C:4]#[N:5])=[CH:6][C:7]([F:11])=[C:8]([NH:13][C@H:14]([CH2:18][O:19][CH3:20])[C:15]([NH2:17])=[O:16])[CH:9]=1 |f:1.2|. Reported procedure: A solution of 2-bromo-4,5-difluorobenzonitrile (168 mg, 0.770 mmol), (R)-2-amino-3-methoxypropanamide hydrochloride (120 mg, 0.776 mmol) and DIEA (0.500 mL, 2.87 mmol) in DMSO (3 mL) was stirred at 120 C for 18 h. Water and EtOAc were added. The organic phase was separated, dried over Na2SO4, concentrated in vacuo. The residue was purified by a silica gel column, which was eluted with 0-70% EtOAc in hexane to give (R)-2-(5-bromo-4-cyano-2-fluorophenylamino)-3-methoxypropanamide (52 mg). Starting materials: CC(C)(C)OC(=O)N1CCC(n2c(=O)oc3ccccc32)CC1, CCOC(C)=O, Cl. Product: Cl, O=c1oc2ccccc2n1C1CCNCC1. RXN SMILES: [C:1]([O:2][C:3](=[O:4])[N:8]1[CH2:9][CH2:10][CH:11]([n:14]2[c:15](=[O:23])[o:16][c:17]3[c:18]2[cH:19][cH:20][cH:21][cH:22]3)[CH2:12][CH2:13]1)([CH3:5])([CH3:6])[CH3:7].[CH3:25][CH2:26][O:27][C:28]([CH3:29])=[O:30].[ClH:24]>>[ClH:24].[NH:8]1[CH2:9][CH2:10][CH:11]([n:14]2[c:15](=[O:23])[o:16][c:17]3[c:18]2[cH:19][cH:20][cH:21][cH:22]3)[CH2:12][CH2:13]1. Reaction conditions: temperature 140 celsius. Product: CC1=CC2=C(N(C=N2)C2=C3N=CNC3=NC(=N2)N[C@@H]2CC[C@H](CC2)N)C=C1C (Trans-N-[6-(5,6-dimethyl-1H-benzimidazol-1-yl)-9H-purin-2-yl]-1,4-cyclohexanediamine). Starting materials: N[C@@H]1CC[C@H](CC1)N (trans-1,4-diaminocyclohexane), ClC1=NC(=C2N=CNC2=N1)N1C=NC2=C1C=C(C(=C2)C)C (2-chloro-6-(5,6-dimethyl-1H-benzimidazol-1-yl)-9H-purine). RXN SMILES: [NH2:1][C@H:2]1[CH2:7][CH2:6][C@H:5]([NH2:8])[CH2:4][CH2:3]1.Cl[C:10]1[N:18]=[C:17]2[C:13]([N:14]=[CH:15][NH:16]2)=[C:12]([N:19]2[C:23]3[CH:24]=[C:25]([CH3:29])[C:26]([CH3:28])=[CH:27][C:22]=3[N:21]=[CH:20]2)[N:11]=1>>[CH3:28][C:26]1[C:25]([CH3:29])=[CH:24][C:23]2[N:19]([C:12]3[N:11]=[C:10]([NH:1][C@H:2]4[CH2:7][CH2:6][C@H:5]([NH2:8])[CH2:4][CH2:3]4)[N:18]=[C:17]4[C:13]=3[N:14]=[CH:15][NH:16]4)[CH:20]=[N:21][C:22]=2[CH:27]=1. Procedure details: 570 mg of trans-1,4-diaminocyclohexane are brought to its melting temperature (70° C.), 149 mg of product obtained in stage 1 above are added in a single step, and the mixture is then heated at 140° C. for approximately 18 hours. Starting materials: C(C)N1C2=C(N(C(C3=C1N=CC(=C3)C#C)=O)C)C=CC=N2 (5,11-dihydro-11-ethyl-8-ethynyl-5-methyl-6H-dipyrido[3,2-b:2',3'-e][1,4]diazepin-6-one), BrC=1C=NC=CC1 (3-bromopyridine). Reagents/catalysts: C=1C=CC(=CC1)[P](C=2C=CC=CC2)(C=3C=CC=CC3)[Pd]([P](C=4C=CC=CC4)(C=5C=CC=CC5)C=6C=CC=CC6)([P](C=7C=CC=CC7)(C=8C=CC=CC8)C=9C=CC=CC9)[P](C=1C=CC=CC1)(C=1C=CC=CC1)C=1C=CC=CC1 (tetrakis(triphenylphosphine)palladium(0)). Solvent: C(C)N(CC)CC (triethylamine). Run at temperature 85 celsius. Product: C(C)N1C2=C(N(C(C3=C1N=CC(=C3)C#CC=3C=NC=CC3)=O)C)C=CC=N2 (5,11-Dihydro-11-ethyl-5-methyl-8-(pyrid-3-yl)ethynyl-6H-dipyrido[3,2-b:2',3'-e][1,4]diazepin-6-one). The yield is 66.2%. As a reaction SMILES: [CH2:1]([N:3]1[C:9]2[N:10]=[CH:11][C:12]([C:14]#[CH:15])=[CH:13][C:8]=2[C:7](=[O:16])[N:6]([CH3:17])[C:5]2[CH:18]=[CH:19][CH:20]=[N:21][C:4]1=2)[CH3:2].Br[C:23]1[CH:24]=[N:25][CH:26]=[CH:27][CH:28]=1>C1C=CC([P]([Pd]([P](C2C=CC=CC=2)(C2C=CC=CC=2)C2C=CC=CC=2)([P](C2C=CC=CC=2)(C2C=CC=CC=2)C2C=CC=CC=2)[P](C2C=CC=CC=2)(C2C=CC=CC=2)C2C=CC=CC=2)(C2C=CC=CC=2)C2C=CC=CC=2)=CC=1.C(N(CC)CC)C>[CH2:1]([N:3]1[C:9]2[N:10]=[CH:11][C:12]([C:14]#[C:15][C:23]3[CH:24]=[N:25][CH:26]=[CH:27][CH:28]=3)=[CH:13][C:8]=2[C:7](=[O:16])[N:6]([CH3:17])[C:5]2[CH:18]=[CH:19][CH:20]=[N:21][C:4]1=2)[CH3:2] |^1:32,34,53,72|. Procedure details: A mixture containing 5,11-dihydro-11-ethyl-8-ethynyl-5-methyl-6H-dipyrido[3,2-b:2',3'-e][1,4]diazepin-6-one (0.19 g, 0.68 mmol), 3-bromopyridine (0.07 mL, 0.73 mmol), tetrakis(triphenylphosphine)palladium(0), triethylamine (2 mL), and 1 crystal of BHT was heated at 85° C. in a sealed tube for 7 hours. Solvent was removed, and the residue was purified by flash chromatography, eluting with ethyl acetate/hexanes, and recrystallization from ethanol/hexanes to give 0.16 g of the title compound as yel...